Dataset: the Open Reaction Database (ORD), a public repository of structured organic reaction records. Task: describe an organic reaction: reactants, conditions, products, and yield Starting materials: NC=1SC(=CN1)[N+](=O)[O-] (2-amino-5-nitrothiazole), C(CC)(=O)O (propionic acid), C(=C)OC(CCN(C1=CC(=CC=C1)C)CC)=O (3-(ethyl-[3-methylphenyl]-amino)-propionic acid vinyl ester), S(N)(O)(=O)=O (sulfamic acid), N(=O)OS(O)(=O)=O (nitrosyl sulfuric acid). The solvent is C(C)(=O)O (acetic acid), CO (methanol). Run at temperature 5 celsius, time 2 hour. Product: C(=C)OC(CCN(C1=CC(=C(C=C1)N=NC=1SC(=CN1)[N+](=O)[O-])C)CC)=O (3-{ethyl-[3-methyl-4-(5-nitro-thiazol-2-ylazo)-phenyl]-amino}-propionic acid vinyl ester). Reaction SMILES: [NH2:1][C:2]1[S:3][C:4]([N+:7]([O-:9])=[O:8])=[CH:5][N:6]=1.C(O)(=O)CC.N(OS(=O)(=O)O)=O.[CH:22]([O:24][C:25](=[O:38])[CH2:26][CH2:27][N:28]([CH2:36][CH3:37])[C:29]1[CH:34]=[CH:33][CH:32]=[C:31]([CH3:35])[CH:30]=1)=[CH2:23].S(=O)(=O)(O)[NH2:40]>CO.C(O)(=O)C>[CH:22]([O:24][C:25](=[O:38])[CH2:26][CH2:27][N:28]([CH2:36][CH3:37])[C:29]1[CH:34]=[CH:33][C:32]([N:40]=[N:1][C:2]2[S:3][C:4]([N+:7]([O-:9])=[O:8])=[CH:5][N:6]=2)=[C:31]([CH3:35])[CH:30]=1)=[CH2:23]. Procedure: 4.4 parts of 2-amino-5-nitrothiazole, 20 parts of propionic acid and 30 parts of acetic acid were charged and cooled to 5° C. 11.4 parts of 40% (w/w) nitrosyl sulfuric acid were added, whilst the temperature was held below 10° C. The diazotization mixture was stirred for a further 2 hrs at 5-10° C. To a separate vessel were charged 7.0 parts of 3-(ethyl-[3-methylphenyl]-amino)-propionic acid vinyl ester, 100 parts of methanol, 1 part sulfamic acid and 100 parts of ice. With stirring, the diazoti... Starting materials: O=C(Cl)c1cc(F)cc(F)c1, CCN1C(=O)C(C)(C)c2cc3[nH]c(-c4n[nH]cc4N)nc3cc21. Yields the product CCN1C(=O)C(C)(C)c2cc3[nH]c(-c4n[nH]cc4NC(=O)c4cc(F)cc(F)c4)nc3cc21. Reaction SMILES: [F:24][c:25]1[cH:26][c:27]([C:28](=[O:29])[Cl:30])[cH:31][c:32]([F:34])[cH:33]1.[NH2:1][c:2]1[c:3](-[c:7]2[n:8][c:9]3[c:10]([cH:11][c:12]4[c:16]([cH:17]3)[N:15]([CH2:18][CH3:19])[C:14](=[O:20])[C:13]4([CH3:21])[CH3:22])[nH:23]2)[n:4][nH:5][cH:6]1>>[NH:1]([c:2]1[c:3](-[c:7]2[n:8][c:9]3[c:10]([cH:11][c:12]4[c:16]([cH:17]3)[N:15]([CH2:18][CH3:19])[C:14](=[O:20])[C:13]4([CH3:21])[CH3:22])[nH:23]2)[n:4][nH:5][cH:6]1)[C:28]([c:27]1[cH:26][c:25]([F:24])[cH:33][c:32]([F:34])[cH:31]1)=[O:29]. Starting materials: ClC1=CC=C(C=C1)C1(CCC1)C(=O)N1CC(CCCC1)COC1=CC=C(C=C1)C(F)(F)F ([1-(4-Chloro-phenyl)-cyclobutyl]-[3-(4-trifluoromethyl-phenoxymethyl)-azepan-1-yl]-methanone), [H-].COCCO[Al+]OCCOC.[Na+].[H-] (sodium bis(2-methoxyethoxy)aluminum hydride). Solvent: C1(=CC=CC=C1)C (toluene). The product is ClC1=CC=C(C=C1)C1(CCC1)CN1CC(CCCC1)COC1=CC=C(C=C1)C(F)(F)F (1-[1-(4-Chloro-phenyl)-cyclobutylmethyl]-3-(4-trifluoromethyl-phenoxymethyl)-azepane). Isolated yield 39.8%. Reaction SMILES: [Cl:1][C:2]1[CH:7]=[CH:6][C:5]([C:8]2([C:12]([N:14]3[CH2:20][CH2:19][CH2:18][CH2:17][CH:16]([CH2:21][O:22][C:23]4[CH:28]=[CH:27][C:26]([C:29]([F:32])([F:31])[F:30])=[CH:25][CH:24]=4)[CH2:15]3)=O)[CH2:11][CH2:10][CH2:9]2)=[CH:4][CH:3]=1.[H-].COCCO[Al+]OCCOC.[Na+].[H-]>C1(C)C=CC=CC=1>[Cl:1][C:2]1[CH:7]=[CH:6][C:5]([C:8]2([CH2:12][N:14]3[CH2:20][CH2:19][CH2:18][CH2:17][CH:16]([CH2:21][O:22][C:23]4[CH:24]=[CH:25][C:26]([C:29]([F:32])([F:30])[F:31])=[CH:27][CH:28]=4)[CH2:15]3)[CH2:9][CH2:10][CH2:11]2)=[CH:4][CH:3]=1 |f:1.2.3.4|. Procedure: To a stirring 0° C. solution of [1-(4-Chloro-phenyl)-cyclobutyl]-[3-(4-trifluoromethyl-phenoxymethyl)-azepan-1-yl]-methanone (0.13 g, 0.28 mmol) under N2 in toluene (2.8 mL, 0.1M) was added sodium bis(2-methoxyethoxy)aluminum hydride (65+weight % in toluene) (0.30 mL, 0.98 mmol) dropwise with stirring. When the reaction was complete by HPLC, the reaction was quenched with H2O. 10% NaOH and ethyl acetate were added, and the organic was removed, dried with Na2SO4, and concentrated. The crude react... The reactants are ice water, C1[C@@H](C2=CC=CC=C2)O1 ((R)-(+)-styrene oxide), CN(C=O)C (N,N-dimethylformamide), COC1=CC=C(C=C1)N=C=O (4-methoxyphenyl isocyanate), CN(C=O)C (DMF). The reagents and catalysts are [Cl-].[Li+] (lithium chloride). Product: COC1=CC=C(C=C1)N1C(O[C@@H](C1)C1=CC=CC=C1)=O ((5R)-3-(4-methoxyphenyl)-5-phenyl-2-oxazolidinone). Isolated yield 53.8%. RXN SMILES: [CH2:1]1[O:9][C@@H:2]1[C:3]1[CH:8]=[CH:7][CH:6]=[CH:5][CH:4]=1.[CH3:10][O:11][C:12]1[CH:17]=[CH:16][C:15]([N:18]=[C:19]=O)=[CH:14][CH:13]=1.CN(C)C=[O:24]>[Cl-].[Li+]>[CH3:10][O:11][C:12]1[CH:17]=[CH:16][C:15]([N:18]2[CH2:19][C@@H:2]([C:3]3[CH:4]=[CH:5][CH:6]=[CH:7][CH:8]=3)[O:9][C:1]2=[O:24])=[CH:14][CH:13]=1 |f:3.4|. Procedure details: 3.50 g (29.1 mM) of (R)-(+)-styrene oxide, 0.035 g of lithium chloride and 14 ml of N,N-dimethylformamide (DMF) were placed in a 50 ml-three necked flask. Under refluxing and stirring in nitrogen atmosphere, a solution of 4.38 g (29.4 mM) of 4-methoxyphenyl isocyanate in 3.5 ml of DMF was added dropwise to the mixture in 40 minutes, followed by refluxing for 40 minutes under stirring. After the reaction, the reaction mixture was poured into ice water to precipitate a crystal. The crystal was rec... The product is C(=O)(OCC1=CC=CC=C1)NCC(=O)O (N-CBZ glycine). Procedure: The aminoethyl ether of Example 1 as the acetate (210 mg, 0.180 mmol) was dissolved in N,N-dimethylformamide (2 mL). To this solution 1M sodium bicarbonate (200 μL, 0.200 mmol) and pentafluorophenyl N-benzyloxycarbonylglycinate (106 mg, 0.270 mmol) were added. After 1 h, the reaction mixture was diluted with water (2×). Isolation by reverse-phase (C18) flash column chromatography eluting with 50-80% acetonitrile/water gave, after lyophilization of the product-containing fractions, the N-CBZ glyc... Solvent: O (water), CN(C=O)C (N,N-dimethylformamide). Reaction SMILES: NCCOCCN.C([O-])(=O)C.C(=O)(O)[O-].[Na+].[CH2:17]([O:24][C:25]([NH:27][CH2:28][C:29]([O:31]C1C(F)=C(F)C(F)=C(F)C=1F)=[O:30])=[O:26])[C:18]1[CH:23]=[CH:22][CH:21]=[CH:20][CH:19]=1>CN(C)C=O.O>[C:25]([NH:27][CH2:28][C:29]([OH:31])=[O:30])([O:24][CH2:17][C:18]1[CH:23]=[CH:22][CH:21]=[CH:20][CH:19]=1)=[O:26] |f:2.3|. Conditions: time 1 hour. The yield is 56.0%. Reactants: NCCOCCN (aminoethyl ether), C(C)(=O)[O-] (acetate), solution, C([O-])(O)=O.[Na+] (sodium bicarbonate), C(C1=CC=CC=C1)OC(=O)NCC(=O)OC1=C(C(=C(C(=C1F)F)F)F)F (pentafluorophenyl N-benzyloxycarbonylglycinate). Starting materials: CC(=O)O (AcOH), [Na] (sodium), [Na] (sodium), C(C1=CC=CC=C1)(=O)[C@@H](CCP(OCC)(=O)OCC)COCCCCCCCCCCCCCCCC (diethyl 3(S)-benzoyl-4-hexadecyloxy-1-butanephosphonate). Solvent: CO (MeOH), CO (MeOH). Reaction conditions: time 8 hour. The product is C(CCCCCCCCCCCCCCC)OC[C@H](CCP(OC)(=O)OC)O (dimethyl 4-hexadecyloxy-3(S)-hydroxy-1-butanephosphonate). The yield is 85.9%. As a reaction SMILES: [Na].C([C@H:10]([CH2:21][O:22][CH2:23][CH2:24][CH2:25][CH2:26][CH2:27][CH2:28][CH2:29][CH2:30][CH2:31][CH2:32][CH2:33][CH2:34][CH2:35][CH2:36][CH2:37][CH3:38])[CH2:11][CH2:12][P:13]([O:18][CH2:19]C)(=[O:17])[O:14][CH2:15]C)(=O)C1C=CC=CC=1.CC(O)=[O:41]>CO>[CH2:23]([O:22][CH2:21][C@@H:10]([OH:41])[CH2:11][CH2:12][P:13]([O:18][CH3:19])(=[O:17])[O:14][CH3:15])[CH2:24][CH2:25][CH2:26][CH2:27][CH2:28][CH2:29][CH2:30][CH2:31][CH2:32][CH2:33][CH2:34][CH2:35][CH2:36][CH2:37][CH3:38] |^1:0|. Procedure: To 100 mL of dry MeOH was added 0.18 g (7.83 mmol) of sodium metal. After the sodium metal had completely disappeared, a solution of 3.91 g (7.05 mmol) of benzoyl phosphonate 5 in 10 mL of dry MeOH was added. After the mixture was stirred overnight, the reaction was quenched by addition of 500 μL (8.73 mmol) of AcOH and then concentrated under reduced pressure to give a residue. The residue was purified by column chromatography on silica gel (elution with CHCl3/MeOH 10:1) to provide 2.56 g (86%)...